Dataset: the Open Reaction Database (ORD), a public repository of structured organic reaction records. Task: describe an organic reaction: reactants, conditions, products, and yield Reactants: N1CCC(CC1)C1=NC=C2C(N1)=CC(=N2)C2=CC1=C(O2)C=CC=C1 (2-(4-piperidylpyrrolo[4,5-d]pyrimidin-6-yl)benzo[b]furan), CCOC(=O)C (EtOAc), Cl (HCl). The solvent is CO (MeOH). The product is O.Cl.N1CCC(CC1)C1=NC=C2C(N1)=CC(=N2)C2=CC1=C(O2)C=CC=C1 (2-(4-Piperidylpyrrolo[4,5-d]pyrimidin-6-yl)benzo[b]furan Hydrochloride Hydrate). The yield is 171.0%. Reaction SMILES: [NH:1]1[CH2:6][CH2:5][CH:4]([C:7]2[NH:12][C:11]3=[CH:13][C:14]([C:16]4[O:20][C:19]5[CH:21]=[CH:22][CH:23]=[CH:24][C:18]=5[CH:17]=4)=[N:15][C:10]3=[CH:9][N:8]=2)[CH2:3][CH2:2]1.CCOC(C)=O.[ClH:31]>CO>[OH2:20].[ClH:31].[NH:1]1[CH2:6][CH2:5][CH:4]([C:7]2[NH:12][C:11]3=[CH:13][C:14]([C:16]4[O:20][C:19]5[CH:21]=[CH:22][CH:23]=[CH:24][C:18]=5[CH:17]=4)=[N:15][C:10]3=[CH:9][N:8]=2)[CH2:3][CH2:2]1 |f:4.5.6|. Reported procedure: Using the method described in Example 30 by employing 2-(1-pyrrolidinylvinyl) benzo[b]furan (freshly prepared before use) (2.29 g, 10.7 mmol), 4,6-dichloro-5-nitropyrimidine (Aldrich Chemical Company) (2.10 g, 10.7 mmol), N,N-diisopropylethyl amine (Aldrich Chemical Company) (1.9 mL, 10.7 mmol), piperidine (Aldrich Chemical Company) (1.7 mL, 17.1 mmol), NEt3 (Aldrich Chemical Company) (2.0 mL) and SnCl2 (32 mL of a 2M solution in DMF). The residue was purified by flash chromatography on silica g... Starting materials: BrC1=C(C#N)C=C(C=C1)O (2-Bromo-5-hydroxy-benzonitrile), C(=O)([O-])[O-].[K+].[K+] (K2CO3), IC(C)C (2-Iodopropane). Solvent: CN(C)C=O (DMF), CCOCC (ether). Conditions: temperature 60 celsius. Yields the product BrC1=C(C#N)C=C(C=C1)OC(C)C (2-bromo-5-isopropoxybenzonitrile). Isolated yield 78.4%. Reaction SMILES: [Br:1][C:2]1[CH:9]=[CH:8][C:7]([OH:10])=[CH:6][C:3]=1[C:4]#[N:5].C([O-])([O-])=O.[K+].[K+].I[CH:18]([CH3:20])[CH3:19]>CN(C=O)C.CCOCC>[Br:1][C:2]1[CH:9]=[CH:8][C:7]([O:10][CH:18]([CH3:20])[CH3:19])=[CH:6][C:3]=1[C:4]#[N:5] |f:1.2.3|. Procedure: 2-Bromo-5-hydroxy-benzonitrile (20.0 g, 10.1 mmol) and K2CO3 (5.60 g, 40.4 mmol) were taken-up in dry DMF (12.5 mL). 2-Iodopropane (2.00 mL, 20.2 mmol) was added and the reaction mixture was heated at 60° C. for 2 h. The mixture was diluted with ether (100 mL), filtered over celite and the filtrate was washed with water (3×50 mL) and brine (50 mL), dried over MgSO4, evaporated and purified by column chromatography (5-45% EtOAc/hexanes) to give 1.9 g (81%) of 2-bromo-5-isopropoxybenzonitrile as a...